Dataset: the Open Reaction Database (ORD), a public repository of structured organic reaction records. Task: describe an organic reaction: reactants, conditions, products, and yield Reactants: Cc1ccc(C(F)(F)COC2CCC(NC(=O)OCc3ccccc3)C2)cc1, CCO, [H][H]. The product is Cc1ccc(C(F)(F)COC2CCC(N)C2)cc1. As a reaction SMILES: [CH2:1]([O:2][C:3](=[O:4])[NH:10][CH:11]1[CH2:12][CH:13]([O:16][CH2:17][C:18]([c:19]2[cH:20][cH:21][c:22]([CH3:25])[cH:23][cH:24]2)([F:26])[F:27])[CH2:14][CH2:15]1)[c:5]1[cH:6][cH:7][cH:8][cH:9][cH:28]1.[CH3:31][CH2:32][OH:33].[H:29][H:30]>>[NH2:10][CH:11]1[CH2:12][CH:13]([O:16][CH2:17][C:18]([c:19]2[cH:20][cH:21][c:22]([CH3:25])[cH:23][cH:24]2)([F:26])[F:27])[CH2:14][CH2:15]1. Starting materials: Brc1ccc2c(c1)CCN2, CC(C)(C)P(C(C)(C)C)C(C)(C)C, Cn1c(C#N)ccc1B(O)O, CCOC(C)=O, [F-], [K+], O=C(C=Cc1ccccc1)C=Cc1ccccc1, O=C(C=Cc1ccccc1)C=Cc1ccccc1, O=C(C=Cc1ccccc1)C=Cc1ccccc1, [Pd], [Pd]. Product: Cn1c(C#N)ccc1-c1ccc2c(c1)CCN2. As a reaction SMILES: [Br:1][c:2]1[cH:3][c:4]2[c:8]([cH:9][cH:10]1)[NH:7][CH2:6][CH2:5]2.[C:24]([P:25]([C:26]([CH3:27])([CH3:28])[CH3:29])[C:30]([CH3:31])([CH3:32])[CH3:33])([CH3:34])([CH3:35])[CH3:36].[CH3:11][n:12]1[c:13]([B:19]([OH:20])[OH:21])[cH:14][cH:15][c:16]1[C:17]#[N:18].[CH3:37][CH2:38][O:39][C:40](=[O:41])[CH3:42].[F-:22].[K+:23].[O:45]=[C:46]([CH:47]=[CH:48][c:49]1[cH:50][cH:51][cH:52][cH:53][cH:54]1)[CH:55]=[CH:56][c:57]1[cH:58][cH:59][cH:60][cH:61][cH:62]1.[O:63]=[C:64]([CH:65]=[CH:66][c:67]1[cH:68][cH:69][cH:70][cH:71][cH:72]1)[CH:73]=[CH:74][c:75]1[cH:76][cH:77][cH:78][cH:79][cH:80]1.[O:81]=[C:82]([CH:83]=[CH:84][c:85]1[cH:86][cH:87][cH:88][cH:89][cH:90]1)[CH:91]=[CH:92][c:93]1[cH:94][cH:95][cH:96][cH:97][cH:98]1.[Pd:43].[Pd:44]>>[c:2]1(-[c:13]2[n:12]([CH3:11])[c:16]([C:17]#[N:18])[cH:15][cH:14]2)[cH:3][c:4]2[c:8]([cH:9][cH:10]1)[NH:7][CH2:6][CH2:5]2. Starting materials: CN1N=CC=C1B1OC(C)(C)C(C)(C)O1 (1-methyl-1H-pyrazole-5-boronic acid pinacol ester), BrC=1C=C(N)C=CC1 (3-bromoaniline), [O-]P(=O)([O-])[O-].[K+].[K+].[K+] (K3PO4), C1(CCCCC1)P(C1CCCCC1)C1CCCCC1 (PCy3). Reagents/catalysts: C=1C=CC(=CC1)/C=C/C(=O)/C=C/C2=CC=CC=C2.C=1C=CC(=CC1)/C=C/C(=O)/C=C/C2=CC=CC=C2.C=1C=CC(=CC1)/C=C/C(=O)/C=C/C2=CC=CC=C2.[Pd].[Pd] (Pd2(dba)3). The solvent is O1CCOCC1 (dioxane). Product: CN1N=CC=C1C=1C=C(C=CC1)N (3-(2-methyl-2H-pyrazol-3-yl)-phenylamine). The yield is 47.0%. RXN SMILES: [CH3:1][N:2]1[C:6](B2OC(C)(C)C(C)(C)O2)=[CH:5][CH:4]=[N:3]1.Br[C:17]1[CH:18]=[C:19]([CH:21]=[CH:22][CH:23]=1)[NH2:20].[O-]P([O-])([O-])=O.[K+].[K+].[K+].C1(P(C2CCCCC2)C2CCCCC2)CCCCC1>O1CCOCC1.C1C=CC(/C=C/C(/C=C/C2C=CC=CC=2)=O)=CC=1.C1C=CC(/C=C/C(/C=C/C2C=CC=CC=2)=O)=CC=1.C1C=CC(/C=C/C(/C=C/C2C=CC=CC=2)=O)=CC=1.[Pd].[Pd]>[CH3:1][N:2]1[C:6]([C:17]2[CH:18]=[C:19]([NH2:20])[CH:21]=[CH:22][CH:23]=2)=[CH:5][CH:4]=[N:3]1 |f:2.3.4.5,8.9.10.11.12|. Procedure: 1-methyl-1H-pyrazole-5-boronic acid pinacol ester (0.181 g, 0.872 mmol) and 3-bromoaniline (0.063 mL, 0.581 mmol) were combined in dioxane (2 mL) in a flame-dried, round-bottom flask. K3PO4 (1.27M, 0.778 mL, 0.99 mmol), PCy3 (0.004 g, 0.014 mmol), and Pd2(dba)3 (0.005 g, 0.006 mmol) were added to the stirred solution. The reaction was refluxed overnight under argon flow, and subsequently cooled to room temperature. The solvent was removed under vacuum and the resulting residue was resuspended in... Reactants: O=C(c1ccccc1)c1cccc(C(C(=O)O)C(=O)O)c1[N+](=O)[O-], CC(=O)O, O=S(=O)(O)O. Yields the product O=C(O)Cc1cccc(C(=O)c2ccccc2)c1[N+](=O)[O-]. RXN SMILES: [C:1]([c:2]1[cH:3][cH:4][cH:5][cH:6][cH:7]1)(=[O:8])[c:9]1[c:10]([N+:22](=[O:23])[O-:24])[c:11]([CH:15]([C:16](=[O:17])[OH:18])[C:19]([OH:20])=[O:21])[cH:12][cH:13][cH:14]1.[CH3:30][C:31](=[O:32])[OH:33].[S:25](=[O:26])(=[O:27])([OH:28])[OH:29]>>[C:1]([c:2]1[cH:3][cH:4][cH:5][cH:6][cH:7]1)(=[O:8])[c:9]1[c:10]([N+:22](=[O:23])[O-:24])[c:11]([CH2:15][C:16](=[O:17])[OH:18])[cH:12][cH:13][cH:14]1. Reactants: C(C)(C)(C)OC(=O)N1C(CN(CC1)C(=O)OC(C)(C)C)CCO (1,4-bis(tert-butoxycarbonyl)-2-(2-hydroxyethyl)piperazine), C1(=CC=CC=C1)P(C1=CC=CC=C1)C1=CC=CC=C1 (triphenylphosphine), C(Br)(Br)(Br)Br (carbon tetrabromide). Run in C(Cl)Cl (methylene chloride). Run at time 2.5 hour. Yields the product C(C)(C)(C)OC(=O)N1C(CN(CC1)C(=O)OC(C)(C)C)CCBr (1,4-Bis(tert-butoxycarbonyl)-2-(2-bromoethyl)piperazine). As a reaction SMILES: [C:1]([O:5][C:6]([N:8]1[CH2:13][CH2:12][N:11]([C:14]([O:16][C:17]([CH3:20])([CH3:19])[CH3:18])=[O:15])[CH2:10][CH:9]1[CH2:21][CH2:22]O)=[O:7])([CH3:4])([CH3:3])[CH3:2].C1(P(C2C=CC=CC=2)C2C=CC=CC=2)C=CC=CC=1.C(Br)(Br)(Br)[Br:44]>C(Cl)Cl>[C:1]([O:5][C:6]([N:8]1[CH2:13][CH2:12][N:11]([C:14]([O:16][C:17]([CH3:20])([CH3:19])[CH3:18])=[O:15])[CH2:10][CH:9]1[CH2:21][CH2:22][Br:44])=[O:7])([CH3:4])([CH3:3])[CH3:2]. Procedure: In methylene chloride (70 ml) were dissolved 1,4-bis(tert-butoxycarbonyl)-2-(2-hydroxyethyl)piperazine (2.01 g) and triphenylphosphine (1.98 g). Under ice cooling, carbon tetrabromide (3.07 g) was added to the resulting solution, followed by stirring at room temperature for 2.5 hours. The reaction mixture was extracted with a 10% aqueous solution of sodium thiosulfate. The organic layer was washed with saturated aqueous NaCl solution, dried over anhydrous sodium sulfate an distilled under reduce... Starting materials: FC(C=1C=C(C=CC1)NC(=O)N)(F)F (N-[3-(trifluoromethyl)phenyl]urea), C(#N)C1=CC=C(C=O)C=C1 (4-cyanobenzaldehyde), CC(C(CC(C)=O)=O)C (5-methylhexane-2,4-dione), ethyl polyphosphonate. Solvent: O1CCCC1 (tetrahydrofuran). Product: C(C(C)C)(=O)C=1C(NC(N(C1C)C1=CC(=CC=C1)C(F)(F)F)=O)C1=CC=C(C#N)C=C1 (4-{5-Isobutyryl-6-methyl-2-oxo-1-[3-(trifluoromethyl)phenyl]-1,2,3,4-tetrahydropyrimidin-4-yl}-benzonitrile). As a reaction SMILES: [F:1][C:2]([F:14])([F:13])[C:3]1[CH:4]=[C:5]([NH:9][C:10]([NH2:12])=[O:11])[CH:6]=[CH:7][CH:8]=1.[C:15]([C:17]1[CH:24]=[CH:23][C:20]([CH:21]=O)=[CH:19][CH:18]=1)#[N:16].[CH3:25][CH:26]([CH3:33])[C:27](=[O:32])[CH2:28][C:29](=O)[CH3:30]>O1CCCC1>[C:27]([C:28]1[CH:21]([C:20]2[CH:23]=[CH:24][C:17]([C:15]#[N:16])=[CH:18][CH:19]=2)[NH:12][C:10](=[O:11])[N:9]([C:5]2[CH:6]=[CH:7][CH:8]=[C:3]([C:2]([F:13])([F:14])[F:1])[CH:4]=2)[C:29]=1[CH3:30])(=[O:32])[CH:26]([CH3:33])[CH3:25]. Procedure: To a stirred solution of N-[3-(trifluoromethyl)phenyl]urea (6.37 g, 31.2 mmol), 4-cyanobenzaldehyde (4.09 g, 31.2 mmol) and 5-methylhexane-2,4-dione (4.0 g, 31.2 mmol) in tetrahydrofuran (150 ml) is added ethyl polyphosphonate (12 g). The mixture is stirred at reflux for 18 hours. After cooling down to room temperature, the solvent is removed in vacuo and the residue is purified by column chromatography on silica with cyclohexane/ethyl acetate as eluent. Starting materials: CSc1ccc(Br)cc1, C1CCOC1, [Li]CCCC, COC(=O)C(C)(C)O[Si](C)(C)C, CCCCCC. Yields the product CSc1ccc(C(=O)C(C)(C)O[Si](C)(C)C)cc1. Reaction SMILES: [Br:1][c:2]1[cH:3][cH:4][c:5]([S:8][CH3:9])[cH:6][cH:7]1.[CH2:27]1[O:28][CH2:29][CH2:30][CH2:31]1.[CH3:10][CH2:11][CH2:12][CH2:13][Li:14].[CH3:15][Si:16]([O:17][C:18]([C:19](=[O:20])[O:21][CH3:22])([CH3:23])[CH3:24])([CH3:25])[CH3:26].[CH3:32][CH2:33][CH2:34][CH2:35][CH2:36][CH3:37]>>[c:2]1([C:19]([C:18]([O:17][Si:16]([CH3:15])([CH3:25])[CH3:26])([CH3:23])[CH3:24])=[O:20])[cH:3][cH:4][c:5]([S:8][CH3:9])[cH:6][cH:7]1.